From a dataset of the Open Reaction Database (ORD), a public repository of structured organic reaction records. describe an organic reaction: reactants, conditions, products, and yield Reactants: COC(=O)CBr, CN(C)C=O, [H-], [Na+], O, CCCc1ccc(OCOC)cc1O. Yields the product CCCc1ccc(OCOC)cc1OCC(=O)OC. RXN SMILES: [Br:15][CH2:16][C:17](=[O:18])[O:19][CH3:20].[CH3:21][N:22]([CH3:23])[CH:24]=[O:25].[H-:26].[Na+:27].[OH2:28].[OH:1][c:2]1[c:3]([CH2:12][CH2:13][CH3:14])[cH:4][cH:5][c:6]([O:8][CH2:9][O:10][CH3:11])[cH:7]1>>[O:1]([c:2]1[c:3]([CH2:12][CH2:13][CH3:14])[cH:4][cH:5][c:6]([O:8][CH2:9][O:10][CH3:11])[cH:7]1)[CH2:16][C:17](=[O:18])[O:19][CH3:20]. The reactants are C1(CC1)OC=1C=C(C=CC1OC(F)F)C1=C(C2=C(C=NN(C2=O)COCC[Si](C)(C)C)N1COCC[Si](C)(C)C)COC(CC)CC (2-(3-cyclopropoxy-4-difluoromethoxyphenyl)-3-(1-ethylpropoxymethyl)-1,5-bis(2-trimethylsilylethoxymethyl)-1,5-dihydropyrrolo[2,3-d]pyridazin-4-one), C1(CC1)OC=1C=C(C=CC1OC(F)F)C1=C(C2=C(C=NN(C2=O)COCC[Si](C)(C)C)N1COCC[Si](C)(C)C)C (2-(3-cyclopropoxy-4-difluoromethoxyphenyl)-3-methyl-1,5-bis(2-trimethylsilylethoxymethyl)-1,5-dihydropyrrolo[2,3-d]pyridazin-4-one). Yields the product C1(CC1)OC=1C=C(C=CC1OC(F)F)C1=C(C2=C(C=NN(C2=O)COCC[Si](C)(C)C)N1)COC(CC)CC (2-(3-Cyclopropoxy-4-difluoromethoxyphenyl)-3-(1-ethylpropoxymethyl)-5-(2-trimethylsilylethoxymethyl)-1,5-dihydropyrrolo[2,3-d]pyridazin-4-one). Yield: 47.4%. RXN SMILES: [CH:1]1([O:4][C:5]2[CH:6]=[C:7]([C:15]3[N:32](COCC[Si](C)(C)C)[C:18]4[CH:19]=[N:20][N:21]([CH2:24][O:25][CH2:26][CH2:27][Si:28]([CH3:31])([CH3:30])[CH3:29])[C:22](=[O:23])[C:17]=4[C:16]=3[CH2:41][O:42][CH:43]([CH2:46][CH3:47])[CH2:44][CH3:45])[CH:8]=[CH:9][C:10]=2[O:11][CH:12]([F:14])[F:13])[CH2:3][CH2:2]1.C1(OC2C=C(C3N(COCC[Si](C)(C)C)C4C=NN(COCC[Si](C)(C)C)C(=O)C=4C=3C)C=CC=2OC(F)F)CC1>>[CH:1]1([O:4][C:5]2[CH:6]=[C:7]([C:15]3[NH:32][C:18]4[CH:19]=[N:20][N:21]([CH2:24][O:25][CH2:26][CH2:27][Si:28]([CH3:31])([CH3:30])[CH3:29])[C:22](=[O:23])[C:17]=4[C:16]=3[CH2:41][O:42][CH:43]([CH2:46][CH3:47])[CH2:44][CH3:45])[CH:8]=[CH:9][C:10]=2[O:11][CH:12]([F:14])[F:13])[CH2:3][CH2:2]1. Reported procedure: Reaction and post treatment were carried out in the same manner as in Example 4-(b) except for using 0.70 g (1.01 mmol) of 2-(3-cyclopropoxy-4-difluoromethoxyphenyl)-3-(1-ethylpropoxymethyl)-1,5-bis(2-trimethylsilylethoxymethyl)-1,5-dihydropyrrolo[2,3-d]pyridazin-4-one obtained in Example 65-(a) in place of 2-(3-cyclopropoxy-4-difluoromethoxyphenyl)-3-methyl-1,5-bis(2-trimethylsilylethoxymethyl)-1,5-dihydropyrrolo[2,3-d]pyridazin-4-one, whereby 0.27 g of the title compound was obtained as a whit... Reactants: F[B-](F)(F)F, CCN(C(C)C)C(C)C, Cc1ccc(-c2nocc2C(=O)O)cc1, Cl, CCC(O)(CC)C1CCCNC1, CN(C)C=O, CN(C)C(On1nnc2ccccc21)=[N+](C)C. Yields the product CCC(O)(CC)C1CCCN(C(=O)c2conc2-c2ccc(C)cc2)C1. As a reaction SMILES: [B-:14]([F:15])([F:16])([F:17])[F:18].[CH2:36]([N:37]([CH:38]([CH3:39])[CH3:40])[CH:41]([CH3:42])[CH3:43])[CH3:44].[CH3:45][c:46]1[cH:47][cH:48][c:49](-[c:52]2[n:53][o:54][cH:55][c:56]2[C:57](=[O:58])[OH:59])[cH:50][cH:51]1.[ClH:1].[NH:2]1[CH2:3][CH:4]([C:8]([CH2:9][CH3:10])([CH2:11][CH3:12])[OH:13])[CH2:5][CH2:6][CH2:7]1.[O:60]=[CH:61][N:62]([CH3:63])[CH3:64].[n:19]1([O:20][C:21]([N:22]([CH3:23])[CH3:24])=[N+:25]([CH3:26])[CH3:27])[c:28]2[cH:29][cH:30][cH:31][cH:32][c:33]2[n:34][n:35]1>>[N:2]1([C:57]([c:56]2[c:52](-[c:49]3[cH:48][cH:47][c:46]([CH3:45])[cH:51][cH:50]3)[n:53][o:54][cH:55]2)=[O:58])[CH2:3][CH:4]([C:8]([CH2:9][CH3:10])([CH2:11][CH3:12])[OH:13])[CH2:5][CH2:6][CH2:7]1.